From a dataset of the Open Reaction Database (ORD), a public repository of structured organic reaction records. describe an organic reaction: reactants, conditions, products, and yield Starting materials: CS(C)=O, Cl, [Na+], c1ccc(OCc2ccc(C3OCCO3)cn2)nc1, C1CCOC1, [OH-]. The product is O=Cc1ccc(COc2ccccn2)nc1. As a reaction SMILES: [CH3:20][S:21](=[O:22])[CH3:23].[ClH:24].[Na+:26].[O:1]1[CH:2]([c:6]2[cH:7][cH:8][c:9]([CH2:12][O:13][c:14]3[n:15][cH:16][cH:17][cH:18][cH:19]3)[n:10][cH:11]2)[O:5][CH2:4][CH2:3]1.[O:27]1[CH2:28][CH2:29][CH2:30][CH2:31]1.[OH-:25]>>[O:1]=[CH:2][c:6]1[cH:7][cH:8][c:9]([CH2:12][O:13][c:14]2[n:15][cH:16][cH:17][cH:18][cH:19]2)[n:10][cH:11]1. Reaction SMILES: [Cl:1][c:2]1[c:3]2[c:4]([n:5][cH:6][n:7]1)[nH:8][cH:9][cH:10]2.[I:11][N:12]1[C:13](=[O:14])[CH2:15][CH2:16][C:17]1=[O:18].[O:19]=[CH:20][N:21]([CH3:22])[CH3:23]>>[Cl:1][c:2]1[c:3]2[c:4]([n:5][cH:6][n:7]1)[nH:8][cH:9][c:10]2[I:11]. Product: Clc1ncnc2[nH]cc(I)c12. Reactants: Clc1ncnc2[nH]ccc12, O=C1CCC(=O)N1I, CN(C)C=O. Reactants: CC(C)(C)OC(=O)NC(Cc1ccccc1)C(=O)O, CC(C)COC(=O)C(C)N, CC(C)COC(=O)C(C)NC(=O)C(N)Cc1ccccc1, CC(C)CC(=O)O, CO, ClC(Cl)Cl, Cl, Cl. Yields the product CC(C)COC(=O)C(C)NC(=O)C(Cc1ccccc1)NC(=O)CC(C)C. Reaction SMILES: [C:30]([NH:31][CH:32]([C:33]([OH:34])=[O:35])[CH2:36][c:37]1[cH:38][cH:39][cH:40][cH:41][cH:42]1)([O:43][C:44]([CH3:45])([CH3:46])[CH3:47])=[O:48].[CH2:50]([O:51][C:52](=[O:53])[CH:54]([CH3:55])[NH2:56])[CH:57]([CH3:58])[CH3:59].[CH2:9]([CH:10]([CH3:11])[CH3:12])[O:13][C:14]([CH:15]([NH:16][C:17]([CH:18]([NH2:19])[CH2:20][c:21]1[cH:22][cH:23][cH:24][cH:25][cH:26]1)=[O:27])[CH3:28])=[O:29].[CH3:1][CH:2]([CH3:3])[CH2:4][C:5]([OH:6])=[O:7].[CH3:60][OH:61].[Cl:62][CH:63]([Cl:64])[Cl:65].[ClH:49].[ClH:8]>>[CH3:1][CH:2]([CH3:3])[CH2:4][C:5](=[O:7])[NH:19][CH:18]([C:17]([NH:16][CH:15]([C:14]([O:13][CH2:9][CH:10]([CH3:11])[CH3:12])=[O:29])[CH3:28])=[O:27])[CH2:20][c:21]1[cH:22][cH:23][cH:24][cH:25][cH:26]1. Reactants: Cc1oc(-c2ccc(OC(C)C)cc2)nc1CCOc1ccc(CC(N)C(=O)O)cc1, CCC(=O)CC(=O)c1ccccc1. The product is CCC(=CC(=O)c1ccccc1)NC(Cc1ccc(OCCc2nc(-c3ccc(OC(C)C)cc3)oc2C)cc1)C(=O)O. Reaction SMILES: [NH2:1][CH:2]([C:3](=[O:4])[OH:5])[CH2:6][c:7]1[cH:8][cH:9][c:10]([O:13][CH2:14][CH2:15][c:16]2[n:17][c:18](-[c:22]3[cH:23][cH:24][c:25]([O:28][CH:29]([CH3:30])[CH3:31])[cH:26][cH:27]3)[o:19][c:20]2[CH3:21])[cH:11][cH:12]1.[c:32]1([C:38]([CH2:39][C:40]([CH2:41][CH3:42])=[O:43])=[O:44])[cH:33][cH:34][cH:35][cH:36][cH:37]1>>[NH:1]([CH:2]([C:3](=[O:4])[OH:5])[CH2:6][c:7]1[cH:8][cH:9][c:10]([O:13][CH2:14][CH2:15][c:16]2[n:17][c:18](-[c:22]3[cH:23][cH:24][c:25]([O:28][CH:29]([CH3:30])[CH3:31])[cH:26][cH:27]3)[o:19][c:20]2[CH3:21])[cH:11][cH:12]1)[C:40](=[CH:39][C:38]([c:32]1[cH:33][cH:34][cH:35][cH:36][cH:37]1)=[O:44])[CH2:41][CH3:42]. Reactants: [H-].[Al+3].[Li+].[H-].[H-].[H-] (lithium aluminum hydride), C(CCCCOCCCCCOCCCCC)#N (6,12-dioxaheptadecanenitrile), S(=O)(=O)([O-])[O-].[Na+].[Na+] (sodium sulfate). The solvent is O1CCCC1 (tetrahydrofuran). Conditions: time 1.5 hour. The product is C(CCCCOCCCCCOCCCCC)N (6,12-dioxaheptadecylamine). The yield is 29.5%. Reaction SMILES: [H-].[Al+3].[Li+].[H-].[H-].[H-].[C:7](#[N:24])[CH2:8][CH2:9][CH2:10][CH2:11][O:12][CH2:13][CH2:14][CH2:15][CH2:16][CH2:17][O:18][CH2:19][CH2:20][CH2:21][CH2:22][CH3:23].S([O-])([O-])(=O)=O.[Na+].[Na+]>O1CCCC1>[CH2:7]([NH2:24])[CH2:8][CH2:9][CH2:10][CH2:11][O:12][CH2:13][CH2:14][CH2:15][CH2:16][CH2:17][O:18][CH2:19][CH2:20][CH2:21][CH2:22][CH3:23] |f:0.1.2.3.4.5,7.8.9|. Procedure: 0.15 g of lithium aluminum hydride was added to a solution of 1 g of 6,12-dioxaheptadecanenitrile prepared in the above-described step (2) in 20 ml of tetrahydrofuran and the mixture was stirred at room temperature for 1.5 h. A saturated aqueous solution of sodium sulfate was added thereto and the obtained mixture was filtered through a Celite filter (eluent: chloroform/methanol=9/1) to obtain 0.3 g of the intended product. Starting materials: C(C)(=O)O[C@H]1C[C@@H](CC2=CC([C@H]3[C@@H]4CC[C@H]([C@@H](CC[C@H](C(C)(C)O)F)C)[C@]4(CC[C@@H]3[C@@]12C)C)Br)OC(C)=O ([1α,3β,7ξ,24R]-7-bromo-24-fluorocholest-5-en-1,3,25-triol 1,3-diacetate), CC1=CC(=NC(=C1)C)C (s-collidine). The solvent is C=1(C(=CC=CC1)C)C (xylene). Conditions: temperature 140 celsius. Yields the product C(C)(=O)O[C@H]1C[C@@H](CC2=CC=C3[C@@H]4CC[C@H]([C@@H](CC[C@H](C(C)(C)O)F)C)[C@]4(CC[C@@H]3[C@@]12C)C)OC(C)=O ([1α,3β,24R]-24-fluorocholesta-5,7-dien-1,3,25-triol 1,3-diacetate). Reaction SMILES: [C:1]([O:4][C@@H:5]1[C@@:31]2([CH3:32])[C:9](=[CH:10][CH:11](Br)[C@@H:12]3[C@@H:30]2[CH2:29][CH2:28][C@@:27]2([CH3:33])[C@H:13]3[CH2:14][CH2:15][C@@H:16]2[C@H:17]([CH3:26])[CH2:18][CH2:19][C@@H:20]([F:25])[C:21]([OH:24])([CH3:23])[CH3:22])[CH2:8][C@@H:7]([O:35][C:36](=[O:38])[CH3:37])[CH2:6]1)(=[O:3])[CH3:2].CC1C=C(C)N=C(C)C=1>C1(C)C(C)=CC=CC=1>[C:1]([O:4][C@@H:5]1[C@@:31]2([CH3:32])[C:9](=[CH:10][CH:11]=[C:12]3[C@@H:30]2[CH2:29][CH2:28][C@@:27]2([CH3:33])[C@H:13]3[CH2:14][CH2:15][C@@H:16]2[C@H:17]([CH3:26])[CH2:18][CH2:19][C@@H:20]([F:25])[C:21]([OH:24])([CH3:22])[CH3:23])[CH2:8][C@@H:7]([O:35][C:36](=[O:38])[CH3:37])[CH2:6]1)(=[O:3])[CH3:2]. Procedure details: A mixture of 0.605 g. (0.0010 mole) of [1α,3β,7ξ,24R]-7-bromo-24-fluorocholest-5-en-1,3,25-triol 1,3-diacetate, 0.6 ml. of s-collidine and 18 ml. of xylene was heated at reflux (140° C.) for 0.5 hr and cooled. The mixture was diluted with 30 ml. of toluene This solution was washed with 10% aqueous sulfuric acid, and saturated aqueous sodium bicarbonate solution. The organic phase was dried over anhydrous magnesium sulfate, filtered, and evaporated to dryness. The residue was purified by column c... Reactants: CC(=O)OCC1=C(N2[C@@H]([C@@H](C2=O)NC(=O)CCCC(=O)O)SC1)C(=O)O (Glutaryl 7ACA), [OH-].[Na+] (sodium hydroxide), [OH-].[Na+] (sodium hydroxide), CC(=O)OCC1=C(N2[C@@H]([C@@H](C2=O)NC(=O)CCCC(=O)O)SC1)C(=O)O (glutaryl 7ACA). The solvent is O (water). Run at time 4 hour. Product: C1C(=C(N2[C@H](S1)[C@@H](C2=O)NC(=O)CCCC(=O)O)C(=O)O)CO (desacetyl glutaryl 7ACA). Reaction SMILES: CC([O:4][CH2:5][C:6]1[CH2:23][S:22][C@@H:9]2[C@H:10]([NH:13][C:14]([CH2:16][CH2:17][CH2:18][C:19]([OH:21])=[O:20])=[O:15])[C:11](=[O:12])[N:8]2[C:7]=1[C:24]([OH:26])=[O:25])=O.[OH-].[Na+]>O>[CH2:23]1[S:22][C@@H:9]2[C@H:10]([NH:13][C:14]([CH2:16][CH2:17][CH2:18][C:19]([OH:21])=[O:20])=[O:15])[C:11](=[O:12])[N:8]2[C:7]([C:24]([OH:26])=[O:25])=[C:6]1[CH2:5][OH:4] |f:1.2|. Procedure details: Glutaryl 7ACA (3.0 g) is slurried in 45 ml water and the pH is adjusted to 6.0 with 20% sodium hydroxide to dissolve the glutaryl 7ACA. Yeast esterase (0.3 g) is added and the solution is stirred at 22°-25° C. for 4 hours while maintaining the pH at 5.9-6.1 with 20% sodium hydroxide. The yield by HPLC to desacetyl glutaryl 7ACA is 98% with the ratio of desacetyl glutaryl 7ACA to glutaryl 7ACA >99%. The resulting solution is filtered with filter aid to remove the yeast and aliquots are used for s... The reactants are O=C(O)c1ccc2c(Br)cccc2c1, [C-]#N, [C-]#N, CC[Zn]CC, CCCCCC, CN1CCCC1=O, CC(=O)[O-], CC(=O)[O-], [Pd+2], [Zn+2], Cc1ccccc1P(c1ccccc1C)c1ccccc1C. Product: N#Cc1cccc2cc(C(=O)O)ccc12. RXN SMILES: [Br:34][c:35]1[c:36]2[cH:37][cH:38][c:39]([C:45](=[O:46])[OH:47])[cH:40][c:41]2[cH:42][cH:43][cH:44]1.[C-:64]#[N:65].[C-:67]#[N:68].[CH3:23][CH2:24][Zn:25][CH2:26][CH3:27].[CH3:28][CH2:29][CH2:30][CH2:31][CH2:32][CH3:33].[CH3:48][N:49]1[CH2:50][CH2:51][CH2:52][C:53]1=[O:54].[O-:56][C:57]([CH3:58])=[O:59].[O-:60][C:61]([CH3:62])=[O:63].[Pd+2:55].[Zn+2:66].[c:1]1([CH3:2])[cH:3][cH:4][cH:5][cH:6][c:7]1[P:8]([c:9]1[cH:10][cH:11][cH:12][cH:13][c:14]1[CH3:15])[c:16]1[cH:17][cH:18][cH:19][cH:20][c:21]1[CH3:22]>>[c:35]1([C:48]#[N:49])[c:36]2[cH:37][cH:38][c:39]([C:45](=[O:46])[OH:47])[cH:40][c:41]2[cH:42][cH:43][cH:44]1. Procedure details: The reaction and aftertreatment were conducted in the same manner as in Example 65a by using 1-ethyl-2-fluorobenzene (2.30 g, 19.0 mmol) and chlorosulfuric acid (4.9 mL, 74.0 mmol), to yield the title compound in a crude form. Reaction SMILES: [CH2:1]([C:3]1[CH:8]=[CH:7][CH:6]=[CH:5][C:4]=1[F:9])[CH3:2].[S:10]([Cl:14])(=O)(=[O:12])[OH:11]>>[CH2:1]([C:3]1[CH:8]=[C:7]([S:10]([Cl:14])(=[O:12])=[O:11])[CH:6]=[CH:5][C:4]=1[F:9])[CH3:2]. The reactants are C(C)C1=C(C=CC=C1)F (1-ethyl-2-fluorobenzene), S(O)(=O)(=O)Cl (chlorosulfuric acid). Yields the product C(C)C=1C=C(C=CC1F)S(=O)(=O)Cl (3-Ethyl-4-fluorobenzenesulfonyl chloride). The reactants are O=C([O-])O, CC(=O)OC(C)=O, CN1CCC2CC1N(C)c1ccc(O)cc12, ClCCl, [Na+]. The product is CC(=O)O, CN1CCC2CC1N(C)c1ccc(O)cc12. Reaction SMILES: [C:24](=[O:25])([OH:26])[O-:27].[CH3:17][C:18](=[O:19])[O:20][C:21](=[O:22])[CH3:23].[CH3:1][N:2]1[CH:3]2[N:4]([CH3:16])[CH2:5][CH2:6][CH:7]([c:8]3[c:9]1[cH:10][cH:11][c:12]([OH:14])[cH:13]3)[CH2:15]2.[Cl:29][CH2:30][Cl:31].[Na+:28]>>[CH3:17][C:18](=[O:19])[OH:20].[CH3:1][N:2]1[CH:3]2[N:4]([CH3:16])[CH2:5][CH2:6][CH:7]([c:8]3[c:9]1[cH:10][cH:11][c:12]([OH:14])[cH:13]3)[CH2:15]2.